This data is from the Open Reaction Database (ORD), a public repository of structured organic reaction records. The task is: describe an organic reaction: reactants, conditions, products, and yield The reactants are [BH4-], CC(=O)c1cccc(-c2ncc(OCCCN(C)C)cn2)c1, CCO, ClCCl, [Na+], O. Reaction SMILES: [BH4-:26].[CH3:1][N:2]([CH2:3][CH2:4][CH2:5][O:6][c:7]1[cH:8][n:9][c:10](-[c:13]2[cH:14][c:15]([C:19]([CH3:20])=[O:21])[cH:16][cH:17][cH:18]2)[n:11][cH:12]1)[CH3:22].[CH3:23][CH2:24][OH:25].[Cl:29][CH2:30][Cl:31].[Na+:27].[OH2:28]>>[CH3:1][N:2]([CH2:3][CH2:4][CH2:5][O:6][c:7]1[cH:8][n:9][c:10](-[c:13]2[cH:14][c:15]([CH:19]([CH3:20])[OH:21])[cH:16][cH:17][cH:18]2)[n:11][cH:12]1)[CH3:22]. Yields the product CC(O)c1cccc(-c2ncc(OCCCN(C)C)cn2)c1. Reactants: C(C=O)(=O)[O-].[Na+] (sodium glyoxylate), C(C)(=O)[O-].[NH4+] (ammonium acetate), C1(=CC=CC=C1)O (phenol). The solvent is O (water). Product: C1=CC(=CC=C1C(C(=O)O)N)O (DL-p-hydroxyphenylglycine). Yield: 42.3%. RXN SMILES: [C:1]([O-:5])(=[O:4])[CH:2]=O.[Na+].C([O-])(=O)C.[NH4+:11].[C:12]1([OH:18])[CH:17]=[CH:16][CH:15]=[CH:14][CH:13]=1>O>[CH:14]1[C:15]([CH:2]([NH2:11])[C:1]([OH:5])=[O:4])=[CH:16][CH:17]=[C:12]([OH:18])[CH:13]=1 |f:0.1,2.3|. Procedure: 36.9 g of sodium glyoxylate are added to 130 ml of water, and 75 g of ammonium acetate and 60 g of phenol are added thereto under stirring. The mixture is stirred at 30° to 35° C. for 48 hours. After the reaction, the crystalline precipitates are collected by filtration under cooling, and then successively washed with water and methanol. 27.2 g of DL-p-hydroxyphenylglycine are thereby obtained as white crystals. Starting materials: C1(=CC=CC=C1)S(=O)(=O)N1C=C(C=2C1=NC=C(C2)C#N)C=2C=C(CNC(=O)C=1C(N(C=CC1)CC1=CC(=C(C=C1)F)F)=O)C=CC2 (1-(3,4-Difluoro-benzyl)-2-oxo-1,2-dihydro-pyridine-3-carboxylic acid 3-(1-benzenesulfonyl-5-cyano-1H-pyrrolo[2,3-b]pyridin-3-yl)-benzylamide), [N-]=[N+]=[N-].[Na+] (sodium azide), [Cl-].[NH4+] (ammonium chloride), [N-]=[N+]=[N-].[Na+] (sodium azide), [Cl-].[NH4+] (ammonium chloride). The solvent is CN(C=O)C (N,N-dimethylformamide), CN(C=O)C (N,N-dimethylformamide). Run at temperature 110 celsius, time 4 hour. Product: N1N=NN=C1C=1C=C2C(=NC1)NC=C2C=2C=C(CNC(=O)C=1C(N(C=CC1)CC1=CC(=C(C=C1)F)F)=O)C=CC2 (1-(3,4-Difluoro-benzyl)-2-oxo-1,2-dihydro-pyridine-3-carboxylic acid 3-[5-(1H-tetrazol-5-yl)-1H-pyrrolo[2,3-b]pyridin-3-yl]-benzylamide). Reaction SMILES: C1(S([N:10]2[C:14]3=[N:15][CH:16]=[C:17]([C:19]#[N:20])[CH:18]=[C:13]3[C:12]([C:21]3[CH:22]=[C:23]([CH:44]=[CH:45][CH:46]=3)[CH2:24][NH:25][C:26]([C:28]3[C:29](=[O:43])[N:30]([CH2:34][C:35]4[CH:40]=[CH:39][C:38]([F:41])=[C:37]([F:42])[CH:36]=4)[CH:31]=[CH:32][CH:33]=3)=[O:27])=[CH:11]2)(=O)=O)C=CC=CC=1.[N-:47]=[N+:48]=[N-:49].[Na+].[Cl-].[NH4+]>CN(C)C=O>[NH:47]1[C:19]([C:17]2[CH:18]=[C:13]3[C:12]([C:21]4[CH:22]=[C:23]([CH:44]=[CH:45][CH:46]=4)[CH2:24][NH:25][C:26]([C:28]4[C:29](=[O:43])[N:30]([CH2:34][C:35]5[CH:40]=[CH:39][C:38]([F:41])=[C:37]([F:42])[CH:36]=5)[CH:31]=[CH:32][CH:33]=4)=[O:27])=[CH:11][NH:10][C:14]3=[N:15][CH:16]=2)=[N:20][N:49]=[N:48]1 |f:1.2,3.4|. Procedure: 1-(3,4-Difluoro-benzyl)-2-oxo-1,2-dihydro-pyridine-3-carboxylic acid 3-(1-benzenesulfonyl-5-cyano-1H-pyrrolo[2,3-b]pyridin-3-yl)-benzylamide (64 mg, 0.00010 mol) was dissolved in N,N-dimethylformamide (1.0 mL, Acros) and sodium azide (11 mg, 0.00017 mol; Aldrich) and then ammonium chloride (5 mg, 0.00009 mol; Aldrich) was added. The mixture was heated at 110° C. for 1.5 hours under an atmosphere of Argon. Additional sodium azide (29 mg, 0.00045 mol; Aldrich) and ammonium chloride (19 mg, 0.00036...